From a dataset of the Open Reaction Database (ORD), a public repository of structured organic reaction records. describe an organic reaction: reactants, conditions, products, and yield Starting materials: COC1=CC=C(C=C1)CC(C)=O (1-(4-methoxyphenyl)propan-2-one), O.C(C=O)(=O)O (glyoxalic acid hydrate), CNN (methylhydrazine). Conditions: temperature 135 celsius. The product is COC1=CC=C(C=C1)C1=CC(N(N=C1C)C)=O (5-(4-methoxyphenyl)-2,6-dimethyl-2H-pyridazin-3-one). Yield: 18.2%. As a reaction SMILES: [CH3:1][O:2][C:3]1[CH:8]=[CH:7][C:6]([CH2:9][C:10](=O)[CH3:11])=[CH:5][CH:4]=1.O.[C:14]([OH:18])(=O)[CH:15]=O.[CH3:19][NH:20][NH2:21]>>[CH3:1][O:2][C:3]1[CH:8]=[CH:7][C:6]([C:9]2[C:10]([CH3:11])=[N:21][N:20]([CH3:19])[C:14](=[O:18])[CH:15]=2)=[CH:5][CH:4]=1 |f:1.2|. Procedure: A mixture of 1-(4-methoxyphenyl)propan-2-one (16.4 g, 100 mmol) and glyoxalic acid hydrate (9.20 g, 100 mmol) were heated to 135° C. overnight, then the water was distilled off at 120° C. for 2 h. The residue was taken up in 40 mL of ethanol with stirring as methylhydrazine (10.5 mL, 200 mmol) was added dropwise. The reaction was heated to 85° C. overnight. The solvent was evaporated and the residue was dissolved in 200 mL of methylene chloride and washed with 5% NaHCO3 solution (2×20 mL), satur...